This data is from the Open Reaction Database (ORD), a public repository of structured organic reaction records. The task is: describe an organic reaction: reactants, conditions, products, and yield The reactants are CC1=CC=C(S1)C(=O)OC (methyl 5-methylthiophene-2-carboxylate), II (I2). The reagents and catalysts are S(=O)(=O)([O-])[O-].[Ag+2] (silver sulfate). Solvent: CO (MeOH). Run at time 8 hour. Yields the product IC=1C=C(SC1C)C(=O)OC (methyl 4-iodo-5-methylthiophene-2-carboxylate). As a reaction SMILES: [CH3:1][C:2]1[S:6][C:5]([C:7]([O:9][CH3:10])=[O:8])=[CH:4][CH:3]=1.[I:11]I>CO.S([O-])([O-])(=O)=O.[Ag+2]>[I:11][C:3]1[CH:4]=[C:5]([C:7]([O:9][CH3:10])=[O:8])[S:6][C:2]=1[CH3:1] |f:3.4|. Procedure: To a solution of methyl 5-methylthiophene-2-carboxylate (287 mg, 1.837 mmol) in MeOH (7 mL), was added silver sulfate (687 mg, 2.205 mmol) and I2 (513 mg, 2.021 mmol). The mixture was stirred at room temperature under N2 overnight. The reaction was quenched with sat. Na2SO3. The aqueous layer was extracted with EtOAc (3×). The combined organic layers were washed with brine (1×), dried (Na2SO4) and concentrated in vacuo. This was purified by flash chromatography (Biotage Horizon, 25M, Si, ˜20 mL/... Reactants: BrC1=CC=C(C=C1)NC(NCCCN(CCCC(=O)O)C1CCCC2=CC=CC=C12)=O (4-[[3-(4-bromophenylureido)propyl](1,2,3,4-tetrahydro-1-naphthyl)amino]butanoic acid), C1(=CC=CC=C1)S(=O)(=O)N (benzenesulfonamide), CCN=C=NCCCN(C)C.Cl (WSC.HCl). Reagents/catalysts: CN(C)C=1C=CN=CC1 (DMAP). The solvent is C(Cl)Cl (CH2Cl2). Conditions: time 18 hour. Product: BrC1=CC=C(C=C1)NC(NCCCN(CCCC(NS(=O)(=O)C1=CC=CC=C1)=O)C1CCCC2=CC=CC=C12)=O (3-[[3-(4-bromophenylureido)propyl](1,2,3,4-tetrahydro-1-naphthyl)amino]-1-[(phenylsulfonyl)carbamoyl]propane). Isolated yield 21.0%. RXN SMILES: [Br:1][C:2]1[CH:7]=[CH:6][C:5]([NH:8][C:9](=[O:31])[NH:10][CH2:11][CH2:12][CH2:13][N:14]([CH:21]2[C:30]3[C:25](=[CH:26][CH:27]=[CH:28][CH:29]=3)[CH2:24][CH2:23][CH2:22]2)[CH2:15][CH2:16][CH2:17][C:18](O)=[O:19])=[CH:4][CH:3]=1.[C:32]1([S:38]([NH2:41])(=[O:40])=[O:39])[CH:37]=[CH:36][CH:35]=[CH:34][CH:33]=1.CCN=C=NCCCN(C)C.Cl>C(Cl)Cl.CN(C1C=CN=CC=1)C>[Br:1][C:2]1[CH:7]=[CH:6][C:5]([NH:8][C:9](=[O:31])[NH:10][CH2:11][CH2:12][CH2:13][N:14]([CH:21]2[C:30]3[C:25](=[CH:26][CH:27]=[CH:28][CH:29]=3)[CH2:24][CH2:23][CH2:22]2)[CH2:15][CH2:16][CH2:17][C:18](=[O:19])[NH:41][S:38]([C:32]2[CH:37]=[CH:36][CH:35]=[CH:34][CH:33]=2)(=[O:40])=[O:39])=[CH:4][CH:3]=1 |f:2.3|. Reported procedure: To a mixture of 4-[[3-(4-bromophenylureido)propyl](1,2,3,4-tetrahydro-1-naphthyl)amino]butanoic acid (20 mg, 0.041 mmol) and benzenesulfonamide (7.0 mg, 0.045 mmol) in CH2Cl2 (1 ml) were added WSC.HCl (8.6 mg, 0.045 mmol) and DMAP (5.5 mg, 0.045 mmol), and the mixture was stirred at RT for 18 h. The reaction mixture was purified by preparative normal phase HPLC using linear gradients of (A) chloroform and (B) methanol (2-4% B, in 0-2 min; 4-5% B, in 2-6 min; 5% B, in 6-12 min) at a flow rate of ... The reactants are [Br-], CC(C)(C)[O-], C[P+](c1ccccc1)(c1ccccc1)c1ccccc1, O=C1CCc2c(-c3ccc(Cl)cc3)cn3cccc1c23, [K+], C1CCOC1, O. Product: C=C1CCc2c(-c3ccc(Cl)cc3)cn3cccc1c23. Reaction SMILES: [Br-:28].[CH3:1][C:2]([CH3:3])([O-:4])[CH3:5].[CH3:29][P+:30]([c:31]1[cH:32][cH:33][cH:34][cH:35][cH:36]1)([c:37]1[cH:38][cH:39][cH:40][cH:41][cH:42]1)[c:43]1[cH:44][cH:45][cH:46][cH:47][cH:48]1.[Cl:7][c:8]1[cH:9][cH:10][c:11](-[c:14]2[cH:15][n:16]3[cH:17][cH:18][cH:19][c:20]4[c:25]3[c:24]2[CH2:23][CH2:22][C:21]4=[O:26])[cH:12][cH:13]1.[K+:6].[O:49]1[CH2:50][CH2:51][CH2:52][CH2:53]1.[OH2:27]>>[CH2:1]=[C:21]1[c:20]2[cH:19][cH:18][cH:17][n:16]3[cH:15][c:14](-[c:11]4[cH:10][cH:9][c:8]([Cl:7])[cH:13][cH:12]4)[c:24]([c:25]32)[CH2:23][CH2:22]1.